This data is from the Open Reaction Database (ORD), a public repository of structured organic reaction records. The task is: describe an organic reaction: reactants, conditions, products, and yield Starting materials: N1N=C(C=C1)C1=CC=C(C=C1)C(=O)N1CC=2N(CC3=C1C=CC=C3)C=CC2 ([4-(1H-pyrazol-3-yl)-phenyl]-(5H,11H-pyrrolo[2,1-c][1,4]benzodiazepin-10-yl)-methanone), ClC1=C(C(=O)Cl)C=CC(=C1)Cl (2,4-dichlorobenzoyl chloride). The solvent is N1=CC=CC=C1 (pyridine). Yields the product ClC1=C(C(=O)N2N=C(C=C2)C2=CC=C(C=C2)C(=O)N2CC=3N(CC4=C2C=CC=C4)C=CC3)C=CC(=C1)Cl ({4-[1-(2,4-Dichloro-benzoyl)-1H-pyrazol-3-yl]-phenyl}-(5H,11H-pyrrolo[2,1-c][1,4]benzodiazepin-10-yl)-methanone). Yield: 62.5%. As a reaction SMILES: [NH:1]1[CH:5]=[CH:4][C:3]([C:6]2[CH:11]=[CH:10][C:9]([C:12]([N:14]3[C:20]4[CH:21]=[CH:22][CH:23]=[CH:24][C:19]=4[CH2:18][N:17]4[CH:25]=[CH:26][CH:27]=[C:16]4[CH2:15]3)=[O:13])=[CH:8][CH:7]=2)=[N:2]1.[Cl:28][C:29]1[CH:37]=[C:36]([Cl:38])[CH:35]=[CH:34][C:30]=1[C:31](Cl)=[O:32]>N1C=CC=CC=1>[Cl:28][C:29]1[CH:37]=[C:36]([Cl:38])[CH:35]=[CH:34][C:30]=1[C:31]([N:1]1[CH:5]=[CH:4][C:3]([C:6]2[CH:11]=[CH:10][C:9]([C:12]([N:14]3[C:20]4[CH:21]=[CH:22][CH:23]=[CH:24][C:19]=4[CH2:18][N:17]4[CH:25]=[CH:26][CH:27]=[C:16]4[CH2:15]3)=[O:13])=[CH:8][CH:7]=2)=[N:2]1)=[O:32]. Procedure: In the manner of Example 32, employing [4-(1H-pyrazol-3-yl)-phenyl]-(5H,11H-pyrrolo[2,1-c][1,4]benzodiazepin-10-yl)-methanone (0.71 g) in dry pyridine (20 ml) and 2,4-dichlorobenzoyl chloride (0.52 g), the title compound (0.66 g) was obtained as a crystalline solid, m.p. 180-182° C.; MS, m/z: 528 (M)+. The reactants are O1C(COC2=C1C=CC=C2)CN (2,3-Dihydro-1,4-benzodioxin-2-methanamine), [I-].[Na+] (sodium iodide), ClCCCOC1=C2C=CC(NC2=CC=C1)=O (5-(3-chloropropoxy)carbostyril), C(C)(C)N(CC)C(C)C (diisopropylethylamine). The solvent is CN(C)C=O (DMF). Reaction conditions: temperature 80 celsius. The product is O1C(COC2=C1C=CC=C2)CNCCCOC2=C1C=CC(NC1=CC=C2)=O (5-[3-[[(2,3-Dihydro-1,4-benzodioxin-2-yl)methyl]amino]propoxy]-2(1H)-quinolinone). Yield: 11.0%. As a reaction SMILES: [O:1]1[C:6]2[CH:7]=[CH:8][CH:9]=[CH:10][C:5]=2[O:4][CH2:3][CH:2]1[CH2:11][NH2:12].Cl[CH2:14][CH2:15][CH2:16][O:17][C:18]1[CH:27]=[CH:26][CH:25]=[C:24]2[C:19]=1[CH:20]=[CH:21][C:22](=[O:28])[NH:23]2.C(N(C(C)C)CC)(C)C.[I-].[Na+]>CN(C=O)C>[O:1]1[C:6]2[CH:7]=[CH:8][CH:9]=[CH:10][C:5]=2[O:4][CH2:3][CH:2]1[CH2:11][NH:12][CH2:14][CH2:15][CH2:16][O:17][C:18]1[CH:27]=[CH:26][CH:25]=[C:24]2[C:19]=1[CH:20]=[CH:21][C:22](=[O:28])[NH:23]2 |f:3.4|. Procedure details: 2,3-Dihydro-1,4-benzodioxin-2-methanamine (0.56 g, 4.0 mmole), 5-(3-chloropropoxy)carbostyril (0.70 g, 3.1 mmole), diisopropylethylamine (0.65 g, 5.0 mmole) and sodium iodide (1.0 g, 6.5 mmole) were combined in 50 ml of DMF and heated at 80° C. for 24 hours under a nitrogen atmosphere. The solvent was then removed and replaced with 250 ml of dichloromethane. The mixture was washed with an equal volume of saturated aqueous sodium bicarbonate, with saturated aqueous sodium chloride, dried over sod...